From a dataset of the Open Reaction Database (ORD), a public repository of structured organic reaction records. describe an organic reaction: reactants, conditions, products, and yield Starting materials: COC(COC1=C2C(=C(C(=NC2=C(C=C1)F)CC)CC1=CC=C(C=C1)Br)OC(F)F)=O ([3-(4-bromobenzyl)-4-difluoromethoxy-2-ethyl-8-fluoroquinolin-5-yloxy]acetic acid methyl ester), CN1C(=NC=C1)[Sn](CCCC)(CCCC)CCCC (1-methyl-2-tributylstannanyl-1H-imidazole). The reagents and catalysts are C=1C=CC(=CC1)[P](C=2C=CC=CC2)(C=3C=CC=CC3)[Pd]([P](C=4C=CC=CC4)(C=5C=CC=CC5)C=6C=CC=CC6)([P](C=7C=CC=CC7)(C=8C=CC=CC8)C=9C=CC=CC9)[P](C=1C=CC=CC1)(C=1C=CC=CC1)C=1C=CC=CC1 (tetrakis(triphenylphosphine)palladium(0)). Run in O1CCOCC1 (1,4-dioxane). Run at temperature 100 celsius. Yields the product COC(COC1=C2C(=C(C(=NC2=C(C=C1)F)CC)CC1=CC=C(C=C1)C=1N(C=CN1)C)OC(F)F)=O ({4-difluoromethoxy-2-ethyl-8-fluoro-3-[4-(1-methyl-1H-imidazol-2-yl)benzyl]quinolin-5-yloxy}acetic acid methyl ester). As a reaction SMILES: [CH3:1][O:2][C:3](=[O:31])[CH2:4][O:5][C:6]1[CH:15]=[CH:14][C:13]([F:16])=[C:12]2[C:7]=1[C:8]([O:27][CH:28]([F:30])[F:29])=[C:9]([CH2:19][C:20]1[CH:25]=[CH:24][C:23](Br)=[CH:22][CH:21]=1)[C:10]([CH2:17][CH3:18])=[N:11]2.[CH3:32][N:33]1[CH:37]=[CH:36][N:35]=[C:34]1[Sn](CCCC)(CCCC)CCCC>C1C=CC([P]([Pd]([P](C2C=CC=CC=2)(C2C=CC=CC=2)C2C=CC=CC=2)([P](C2C=CC=CC=2)(C2C=CC=CC=2)C2C=CC=CC=2)[P](C2C=CC=CC=2)(C2C=CC=CC=2)C2C=CC=CC=2)(C2C=CC=CC=2)C2C=CC=CC=2)=CC=1.O1CCOCC1>[CH3:1][O:2][C:3](=[O:31])[CH2:4][O:5][C:6]1[CH:15]=[CH:14][C:13]([F:16])=[C:12]2[C:7]=1[C:8]([O:27][CH:28]([F:30])[F:29])=[C:9]([CH2:19][C:20]1[CH:25]=[CH:24][C:23]([C:34]3[N:33]([CH3:32])[CH:37]=[CH:36][N:35]=3)=[CH:22][CH:21]=1)[C:10]([CH2:17][CH3:18])=[N:11]2 |^1:54,56,75,94|. Reported procedure: A mixture of [3-(4-bromobenzyl)-4-difluoromethoxy-2-ethyl-8-fluoroquinolin-5-yloxy]acetic acid methyl ester (0.22 g), 1-methyl-2-tributylstannanyl-1H-imidazole (0.50 g), tetrakis(triphenylphosphine)palladium(0) (0.055 g) and 1,4-dioxane (4.4 mL) was heated at 100° C. for 1 hour. The mixture was cooled to room temperature and used in the next step.